From a dataset of the Open Reaction Database (ORD), a public repository of structured organic reaction records. describe an organic reaction: reactants, conditions, products, and yield Reactants: Compound II, CN(NC(NCC1=CC=CC2=CC=CC=C12)=O)CC(=O)O (2-(1-methyl-2-(naphthalen-1-ylmethylcarbamoyl)hydrazinyl)acetic acid), N[C@@H](CCCCNC(OC(C)(C)C)=O)C(=O)N(CC1=CC=CC2=CC=CC=C12)[C@H](C(OCC)OCC)C (tert-butyl (S)-5-amino-6-(((S)-1,1-diethoxypropan-2-yl)(naphthalen-1-ylmethyl)amino)-6-oxohexylcarbamate). The product is C(C)OC([C@H](C)N(C([C@H](CCCCNC(OC(C)(C)C)=O)NC(CN(NC(NCC1=CC=CC2=CC=CC=C12)=O)C)=O)=O)CC1=CC=CC2=CC=CC=C12)OCC (tert-butyl (S)-6-(((S)-1,1-diethoxypropan-2-yl)(naphthalen-1-ylmethyl)amino)-5-(2-(1-methyl-2-(naphthalen-1-ylmethylcarbamoyl)hydrazinyl)acetamido)-6-oxohexylcarbamate). Reaction SMILES: [CH3:1][N:2]([CH2:18][C:19]([OH:21])=O)[NH:3][C:4](=[O:17])[NH:5][CH2:6][C:7]1[C:16]2[C:11](=[CH:12][CH:13]=[CH:14][CH:15]=2)[CH:10]=[CH:9][CH:8]=1.[NH2:22][C@H:23]([C:36]([N:38]([C@@H:50]([CH3:58])[CH:51]([O:55][CH2:56][CH3:57])[O:52][CH2:53][CH3:54])[CH2:39][C:40]1[C:49]2[C:44](=[CH:45][CH:46]=[CH:47][CH:48]=2)[CH:43]=[CH:42][CH:41]=1)=[O:37])[CH2:24][CH2:25][CH2:26][CH2:27][NH:28][C:29](=[O:35])[O:30][C:31]([CH3:34])([CH3:33])[CH3:32]>>[CH2:56]([O:55][CH:51]([O:52][CH2:53][CH3:54])[C@@H:50]([N:38]([CH2:39][C:40]1[C:49]2[C:44](=[CH:45][CH:46]=[CH:47][CH:48]=2)[CH:43]=[CH:42][CH:41]=1)[C:36](=[O:37])[C@@H:23]([NH:22][C:19](=[O:21])[CH2:18][N:2]([CH3:1])[NH:3][C:4](=[O:17])[NH:5][CH2:6][C:7]1[C:16]2[C:11](=[CH:12][CH:13]=[CH:14][CH:15]=2)[CH:10]=[CH:9][CH:8]=1)[CH2:24][CH2:25][CH2:26][CH2:27][NH:28][C:29](=[O:35])[O:30][C:31]([CH3:33])([CH3:34])[CH3:32])[CH3:58])[CH3:57]. Procedure details: According to the procedure described in the synthesis method of Compound II-15, 2-(1-methyl-2-(naphthalen-1-ylmethylcarbamoyl)hydrazinyl)acetic acid (Compound VI-8) 84 mg (0.29 mmol) was coupled with tert-butyl (S)-5-amino-6-(((S)-1,1-diethoxypropan-2-yl)(naphthalen-1-ylmethyl)amino)-6-oxohexylcarbamate (Compound IV-13) 100 mg (0.19 mmol) to obtain the title compound. Reactants: carbons, C(C)OC(=O)C=1NC=CC1C (3-Methyl-1H-pyrrole-2-carboxylic acid ethyl ester), FC=1C=C(C=CC1)CC(=O)Cl ((3-Fluorophenyl)-acetyl chloride), carbons, CH3 carbons. The product is C(C)OC(=O)C=1NC=C(C1C)C(CC1=CC(=CC=C1)F)=O (4-[2-(3-Fluorophenyl)-acetyl]-3-methyl-1H-pyrrole-2-carboxylic acid ethyl ester). As a reaction SMILES: [CH2:1]([O:3][C:4]([C:6]1[NH:7][CH:8]=[CH:9][C:10]=1[CH3:11])=[O:5])[CH3:2].[F:12][C:13]1[CH:14]=[C:15]([CH2:19][C:20](Cl)=[O:21])[CH:16]=[CH:17][CH:18]=1>>[CH2:1]([O:3][C:4]([C:6]1[NH:7][CH:8]=[C:9]([C:20](=[O:21])[CH2:19][C:15]2[CH:16]=[CH:17][CH:18]=[C:13]([F:12])[CH:14]=2)[C:10]=1[CH3:11])=[O:5])[CH3:2]. Reported procedure: 4-[2-(3-Fluorophenyl)-acetyl]-3-methyl-1H-pyrrole-2-carboxylic acid ethyl ester was synthesized from 3-methyl-1H-pyrrole-2-carboxylic acid ethyl ester (84) and (3-Fluorophenyl)-acetyl chloride following the procedure described in Example 32. Crude yield: 93%. 1H-NMR (400 MHz, CDCl3): δ 1.37 (t, 3H), 2.61 (s, 3H), 4.03 (s, 2H), 4.35 (q, 2H), 7.00 (m, 3H), 7.27 (m, 1H), 7.49 (d, 1H), 9.57 (s broad, 1H) ppm. 13C-NMR (100 MHz, CDCl3): □□□ 11.76, 14.38, 46.93, 60.84, 113.64, 116.30, 125.13, 127.17, 1... Reaction conditions: time 3 day. Product: COCC1N(C(CC1)C1=C(C=CC=C1)OC)CCN (2-Methoxymethyl-5-(2-methoxyphenyl)-1-(2-aminoethyl)-tetrahydropyrrole). The reactants are COCC1N(C(CC1)C1=C(C=CC=C1)OC)CCN1C(C=2C(C1=O)=CC=CC2)=O (2-methoxymethyl-5-(2-methoxyphenyl)-(2-phthalimidoethyl)-tetrahydropyrrole), NN (hydrazine). Reported procedure: To a solution of 2-methoxymethyl-5-(2-methoxyphenyl)-(2-phthalimidoethyl)-tetrahydropyrrole (333 mg, 0.85 mmol) in ethanol (5 mL) was added anhydrous hydrazine (80 μl, 2.5 mmol). The resulting suspension was stirred at room temperature for 3 days. The reaction mixture was filtered through Celite™, and the solid was washed with methanol (40 mL). The filtrate was concentrated in vacuo, the residue was triturated with CH2Cl2 (40 mL) and filtered to remove any remaining byproduct. The filtrated was ... The yield is 93.9%. The solvent is C(C)O (ethanol). RXN SMILES: [CH3:1][O:2][CH2:3][CH:4]1[CH2:8][CH2:7][CH:6]([C:9]2[CH:14]=[CH:13][CH:12]=[CH:11][C:10]=2[O:15][CH3:16])[N:5]1[CH2:17][CH2:18][N:19]1C(=O)C2=CC=CC=C2C1=O.NN>C(O)C>[CH3:1][O:2][CH2:3][CH:4]1[CH2:8][CH2:7][CH:6]([C:9]2[CH:14]=[CH:13][CH:12]=[CH:11][C:10]=2[O:15][CH3:16])[N:5]1[CH2:17][CH2:18][NH2:19]. Reactants: Palladium tetrakis-triphenylphosphine, BrC1=CC=2C(=NON2)C=C1Cl (5-bromo-6-chlorobenzo[c][1,2,5]oxadiazole), B([O-])[O-] (boronate), C([O-])([O-])=O.[K+].[K+] (potassium carbonate). Solvent: O1CCOCC1.C(C)#N.O (dioxane acetonitrile water), ClCCl (dichloromethane). Reaction conditions: temperature 95 celsius, time 1 hour. The product is ClC=1C(=CC=2C(=NON2)C1)C1=CC=C(N)C=C1 (4-(6-chlorobenzo[c][1,2,5]oxadiazol-5-yl)aniline). Isolated yield 44.3%. RXN SMILES: Br[C:2]1[C:10]([Cl:11])=[CH:9][C:5]2=[N:6][O:7][N:8]=[C:4]2[CH:3]=1.B([O-])[O-].C(=O)([O-])[O-].[K+].[K+]>O1CCOCC1.C(#N)C.O.ClCCl>[Cl:11][C:10]1[C:2]([C:2]2[CH:10]=[CH:9][C:5]([NH2:6])=[CH:4][CH:3]=2)=[CH:3][C:4]2[C:5]([CH:9]=1)=[N:6][O:7][N:8]=2 |f:2.3.4,5.6.7|. Reported procedure: Palladium tetrakis-triphenylphosphine (37 mg, 32 μmol) was added to a degassed solution of bromide 94 (150 mg, 643 μmol) and boronate 84 (211 mg, 964 μmol) in dioxane:acetonitrile:water (9:9:2, 3.2 mL) and potassium carbonate (205 mg, 964 μmol). The resulting mixture was heated under argon at 95° C. with stirring for 1 h. The mixture was then cooled, diluted with dichloromethane (25 mL), dried with sodium sulfate and concentrated under reduced pressure. Flash chromatography (ISCO system, silica,... The reactants are BrC=1C=CC2=C(C(C(O2)OCC)(C)C)C1 (5-Bromo-2,3-dihydro-3,3-dimethyl-2-ethoxybenzofuran), [C-]#N.[Na+] (sodium cyanide), cuprous cyanide. Solvent: O (water), CN(C=O)C (dimethyl formamide), O (water). Run at time 1 hour. Yields the product C(#N)C=1C=CC2=C(C(C(O2)OCC)(C)C)C1 (5-Cyano-2,3-dihydro-3,3-dimethyl-2-ethoxybenzofuran). Yield: 97.5%. RXN SMILES: Br[C:2]1[CH:3]=[CH:4][C:5]2[O:9][CH:8]([O:10][CH2:11][CH3:12])[C:7]([CH3:14])([CH3:13])[C:6]=2[CH:15]=1.[C-:16]#[N:17].[Na+]>CN(C)C=O.O>[C:16]([C:2]1[CH:3]=[CH:4][C:5]2[O:9][CH:8]([O:10][CH2:11][CH3:12])[C:7]([CH3:14])([CH3:13])[C:6]=2[CH:15]=1)#[N:17] |f:1.2|. Procedure: 5-Bromo-2,3-dihydro-3,3-dimethyl-2-ethoxybenzofuran (4.7 g, 0.017 mole) was heated under reflux with cuprous cyanide (2.7 g, 0.03 mole) in dimethyl formamide (10 ml) as in example 2 for 3 hours. A warm solution of sodium cyanide (5 g) in water (20 ml) was added with stirring and stirring was continued for 1 hour at ambient temperature. The solution was diluted with water and extracted with ether. The extracts were washed with water, dried over magnesium sulphate and run down yielding 3.6 g crude... Starting materials: NC(CC(C(=O)OC)C)C=1C(=NC=CC1OC)OC (methyl 4-amino-4-(2,4-dimethoxypyridin-3-yl)-2-methylbutanoate), CC=1SC=C(N1)C=1C=C(C=O)C=CC1 (3-(2-methylthiazol-4-yl)benzaldehyde). Yields the product COC1=NC=CC(=C1C1CC(C(N1CC1=CC(=CC=C1)C=1N=C(SC1)C)=O)C)OC (5-(2,4-dimethoxypyridin-3-yl)-3-methyl-1-(3-(2-methylthiazol-4-yl)benzyl)pyrrolidin-2-one). RXN SMILES: [NH2:1][CH:2]([C:10]1[C:11]([O:18][CH3:19])=[N:12][CH:13]=[CH:14][C:15]=1[O:16][CH3:17])[CH2:3][CH:4]([CH3:9])[C:5]([O:7]C)=O.[CH3:20][C:21]1[S:22][CH:23]=[C:24]([C:26]2[CH:27]=[C:28]([CH:31]=[CH:32][CH:33]=2)[CH:29]=O)[N:25]=1>>[CH3:19][O:18][C:11]1[C:10]([CH:2]2[N:1]([CH2:29][C:28]3[CH:31]=[CH:32][CH:33]=[C:26]([C:24]4[N:25]=[C:21]([CH3:20])[S:22][CH:23]=4)[CH:27]=3)[C:5](=[O:7])[CH:4]([CH3:9])[CH2:3]2)=[C:15]([O:16][CH3:17])[CH:14]=[CH:13][N:12]=1. Reported procedure: Prepared according to the described general procedure 2 (GP2) by reaction of methyl 4-amino-4-(2,4-dimethoxypyridin-3-yl)-2-methylbutanoate with commercially available 3-(2-methylthiazol-4-yl)benzaldehyde. Subsequent purification by preparative HPLC afforded the target compound. LC-MS (conditions A): tR=0.73 min.; [M+H]+: 424.03 g/mol. The reactants are O (water), solution, sodium bis-(2-methoxyethoxy)-dihydroaluminate, C(C)(C)C1=NC(=C(C(=C1C(=O)OCC)C1=CC=C(C=C1)F)C(=O)OCC)C(C)C (Diethyl 2,6-diisopropyl-4-(4-fluorophenyl)-pyridine-3,5-dicarboxylate). Solvent: C1(=CC=CC=C1)C (toluene), O1CCCC1 (tetrahydrofuran). Reaction conditions: time 8 hour. The product is OCC=1C(=NC(=C(C1C1=CC=C(C=C1)F)CO)C(C)C)C(C)C (3,5-Dihydroxymethyl-2,6-diisopropyl-4-(4-fluorophenyl)-pyridine). RXN SMILES: [CH:1]([C:4]1[C:9]([C:10](OCC)=[O:11])=[C:8]([C:15]2[CH:20]=[CH:19][C:18]([F:21])=[CH:17][CH:16]=2)[C:7]([C:22](OCC)=[O:23])=[C:6]([CH:27]([CH3:29])[CH3:28])[N:5]=1)([CH3:3])[CH3:2].O>C1(C)C=CC=CC=1.O1CCCC1>[OH:11][CH2:10][C:9]1[C:4]([CH:1]([CH3:3])[CH3:2])=[N:5][C:6]([CH:27]([CH3:28])[CH3:29])=[C:7]([CH2:22][OH:23])[C:8]=1[C:15]1[CH:16]=[CH:17][C:18]([F:21])=[CH:19][CH:20]=1. Procedure: 22.8 ml (80 mmol) of a 3.5 molar solution of sodium bis-(2-methoxyethoxy)-dihydroaluminate in toluene are added under nitrogen to a solution of 4.6 g (11.4 mmol) of the compound from Example 3 in 100 ml of dry tetrahydrofuran at -10° C. to -5° C. The mixture is stirred overnight at room temperature and then warmed to 40° C. for 5 h. After cooling again to 0° C., 100 ml of water are cautiously added dropwise and the mixture is extracted three times using 100 ml of ethyl acetate each time. The com... Starting materials: O1C(CCCC1)OC=1C=C(C=CC1)C12OCC(CC1)(CC2)CCC=O (3-(1-(3-(tetrahydro-2H-pyran-2-yloxy)phenyl)-2-oxabicyclo[2.2.2]octan-4-yl)propanal), COC(=O)CP(=O)(OC)OC (trimethyl phosphonoacetate), C1CCC2=NCCCN2CC1 (DBU), [Li+].[Cl-] (LiCl). Solvent: CC#N (MeCN). Reaction conditions: temperature 0 celsius, time 30 minute. Product: O1C(CCCC1)OC=1C=C(C=CC1)C12OCC(CC1)(CC2)CC/C=C/C(=O)OC ((E)-Methyl 5-(1-(3-(tetrahydro-2H-pyran-2-yloxy)phenyl)-2-oxabicyclo[2.2.2]octan-4-yl)pent-2-enoate). Isolated yield 86.0%. As a reaction SMILES: [Li+].[Cl-].[CH3:3][O:4][C:5]([CH2:7]P(OC)(OC)=O)=[O:6].C1CCN2C(=NCCC2)CC1.[O:25]1[CH2:30][CH2:29][CH2:28][CH2:27][CH:26]1[O:31][C:32]1[CH:33]=[C:34]([C:38]23[CH2:45][CH2:44][C:41]([CH2:46][CH2:47][CH:48]=O)([CH2:42][CH2:43]2)[CH2:40][O:39]3)[CH:35]=[CH:36][CH:37]=1>CC#N>[O:25]1[CH2:30][CH2:29][CH2:28][CH2:27][CH:26]1[O:31][C:32]1[CH:33]=[C:34]([C:38]23[CH2:45][CH2:44][C:41]([CH2:46][CH2:47]/[CH:48]=[CH:7]/[C:5]([O:4][CH3:3])=[O:6])([CH2:42][CH2:43]2)[CH2:40][O:39]3)[CH:35]=[CH:36][CH:37]=1 |f:0.1|. Procedure: To a 0° C. suspension of LiCl (55.4 mg, 1.306 mmol) in MeCN (2 mL) under N2 was added trimethyl phosphonoacetate (0.188 mL, 1.306 mmol) and DBU (0.197 mL, 1.31 mmol). The reaction was stirred at 0° C. for 30 minutes, and then 3-(1-(3-(tetrahydro-2H-pyran-2-yloxy)phenyl)-2-oxabicyclo[2.2.2]octan-4-yl)propanal (300 mg, 0.871 mmol) was added. The reaction was stirred at rt for 2 h and concentrated in vacuo. The residue was diluted with Et2O, washed with 1 N aq. HCl, satd aq. NaHCO3, brine, dried (M...